From a dataset of the Open Reaction Database (ORD), a public repository of structured organic reaction records. describe an organic reaction: reactants, conditions, products, and yield Starting materials: N1(CCCCCC1)C1=NC(=NC(=C1)Cl)NC1C(N(CCC1)C(=O)OCC1=CC=CC=C1)CCNC(=O)OC(C)(C)C (benzyl (2RS,3SR)-3-[(4-azepan-1-yl-6-chloropyrimidin-2-yl)amino]-2-{2-[(tert-butoxycarbonyl)amino]ethyl}piperidine-1-carboxylate). Reagents/catalysts: [C].[Pd] (palladium carbon). Solvent: C(C)(=O)O (acetic acid). Product: N1(CCCCCC1)C1=NC(=NC=C1)NC1C(NCCC1)CCNC(OC(C)(C)C)=O (tert-butyl (2-{(2RS,3SR)-3-[(4-azepan-1-ylpyrimidin-2-yl)amino]piperidin-2-yl}ethyl)carbamate). Yield: 96.6%. Reaction SMILES: [N:1]1([C:8]2[CH:13]=[C:12](Cl)[N:11]=[C:10]([NH:15][CH:16]3[CH2:21][CH2:20][CH2:19][N:18](C(OCC4C=CC=CC=4)=O)[CH:17]3[CH2:32][CH2:33][NH:34][C:35]([O:37][C:38]([CH3:41])([CH3:40])[CH3:39])=[O:36])[N:9]=2)[CH2:7][CH2:6][CH2:5][CH2:4][CH2:3][CH2:2]1>[C].[Pd].C(O)(=O)C>[N:1]1([C:8]2[CH:13]=[CH:12][N:11]=[C:10]([NH:15][CH:16]3[CH2:21][CH2:20][CH2:19][NH:18][CH:17]3[CH2:32][CH2:33][NH:34][C:35](=[O:36])[O:37][C:38]([CH3:40])([CH3:39])[CH3:41])[N:9]=2)[CH2:7][CH2:6][CH2:5][CH2:4][CH2:3][CH2:2]1 |f:1.2|. Reported procedure: The compound 19 (225 mg), acetic acid (4 mL) and 10% palladium carbon (20 mg) were stirred under hydrogen atmosphere at room temperature for 6 hours. The reaction solution was filtered and then the filtrate was concentrated. The residue was added aqueous 2N sodium hydroxide solution and extracted with dichloromethane. The extract was dried over anhydrous magnesium sulfate, concentrated and obtained the title compound (155 mg) having the following physical properties.